Dataset: the Open Reaction Database (ORD), a public repository of structured organic reaction records. Task: describe an organic reaction: reactants, conditions, products, and yield Starting materials: O=C([O-])[O-], [Cs+], [Cs+], Oc1ccc(F)cc1, O=[N+]([O-])c1cc(F)c(F)c(F)c1, CN(C)C=O. Product: O=[N+]([O-])c1cc(F)c(Oc2ccc(F)cc2)c(F)c1. As a reaction SMILES: [C:21](=[O:22])([O-:23])[O-:24].[Cs+:25].[Cs+:26].[F:13][c:14]1[cH:15][cH:16][c:17]([OH:20])[cH:18][cH:19]1.[F:1][c:2]1[cH:3][c:4]([N+:10](=[O:11])[O-:12])[cH:5][c:6]([F:9])[c:7]1[F:8].[O:27]=[CH:28][N:29]([CH3:30])[CH3:31]>>[F:1][c:2]1[cH:3][c:4]([N+:10](=[O:11])[O-:12])[cH:5][c:6]([F:9])[c:7]1[O:20][c:17]1[cH:16][cH:15][c:14]([F:13])[cH:19][cH:18]1. The product is CCOc1cc(C=O)c(F)c(OC(C)C)c1. Starting materials: CCOc1cc(O)c(F)c(C=O)c1, CC(C)I, [K+], [K+], O=C([O-])[O-], CN(C)C=O. RXN SMILES: [CH2:1]([CH3:2])[O:3][c:4]1[cH:5][c:6]([OH:13])[c:7]([F:12])[c:8]([CH:9]=[O:10])[cH:11]1.[I:20][CH:21]([CH3:22])[CH3:23].[K+:14].[K+:15].[O-:16][C:17]([O-:18])=[O:19].[O:24]=[CH:25][N:26]([CH3:27])[CH3:28]>>[CH2:1]([CH3:2])[O:3][c:4]1[cH:5][c:6]([O:13][CH:21]([CH3:22])[CH3:23])[c:7]([F:12])[c:8]([CH:9]=[O:10])[cH:11]1. Starting materials: C(C)(C)N(CC)C(C)C (diisopropylethylamine), N1CC(CC1)C=1C=NC=CC1 (3-(pyrrolidin-3-yl)pyridine), tert-butyl ester, N1(CCNC2=CC=CC=C12)NC(=O)O (3,4-dihydro-1(2H)-quinoxalinecarbamic acid), C(C)(C)N(CC)C(C)C (diisopropylethylamine), ClCCl (dichloromethane), C(O)([O-])=O.[Na+] (sodium hydrogencarbonate), ClC(Cl)(OC(OC(Cl)(Cl)Cl)=O)Cl (triphosgene). Conditions: time 3 hour. Product: N1=CC(=CC=C1)C1CN(CC1)C(=O)N1CCN(C2=CC=CC=C12)C(=O)OC(C)(C)C (tert-butyl 4-[(3-(pyridin-3-yl)pyrrolidin-1-yl)carbonyl]-3,4-dihydroquinoxaline-1(2H)-carboxylate). RXN SMILES: [N:1]1(NC(O)=O)[C:10]2[C:5](=[CH:6][CH:7]=[CH:8][CH:9]=2)[NH:4][CH2:3][CH2:2]1.C(N([CH:21]([CH3:23])[CH3:22])CC)(C)C.ClC(Cl)([O:27][C:28](=[O:34])OC(Cl)(Cl)Cl)Cl.[NH:36]1[CH2:40][CH2:39][CH:38]([C:41]2[CH:42]=[N:43][CH:44]=[CH:45][CH:46]=2)[CH2:37]1.[C:47](=[O:50])([O-])O.[Na+].Cl[CH2:53]Cl>>[N:43]1[CH:44]=[CH:45][CH:46]=[C:41]([CH:38]2[CH2:39][CH2:40][N:36]([C:47]([N:4]3[C:5]4[C:10](=[CH:9][CH:8]=[CH:7][CH:6]=4)[N:1]([C:28]([O:34][C:21]([CH3:23])([CH3:53])[CH3:22])=[O:27])[CH2:2][CH2:3]3)=[O:50])[CH2:37]2)[CH:42]=1 |f:4.5|. Procedure: 2.75 g of the tert-butyl ester of 3,4-dihydro-1(2H)-quinoxalinecarbamic acid, 117 ml of dichloromethane and 5.8 ml of diisopropylethylamine are placed in a 500 ml round-bottomed flask under a nitrogen atmosphere. 1.74 g of triphosgene are added at 0° C. and then the reaction mixture is left stirring at ambient temperature for three hours. 2 ml of diisopropylethylamine and 1.83 g of 3-(pyrrolidin-3-yl)pyridine are subsequently added and the reaction mixture is stirred for eighteen hours. 200 ml o...